This data is from the Open Reaction Database (ORD), a public repository of structured organic reaction records. The task is: describe an organic reaction: reactants, conditions, products, and yield Reactants: CSC=1SC2=C(N1)C=CC(=C2)CC2=CN=C1N2N=C(C=C1)C(=O)OCC (Ethyl 3-((2-(methylthio)benzo[d]thiazol-6-yl)methyl)imidazo[1,2-b]pyridazine-6-carboxylate), NC (NH2Me). Solvent: C1CCOC1 (THF). The product is CNC(=O)C=1C=CC=2N(N1)C(=CN2)CC2=CC1=C(N=C(S1)SC)C=C2 (N-methyl-3-((2-(methylthio)benzo[d]thiazol-6-yl)methyl)imidazo[1,2-b]pyridazine-6-carboxamide). Reaction SMILES: [CH3:1][S:2][C:3]1[S:4][C:5]2[CH:11]=[C:10]([CH2:12][C:13]3[N:17]4[N:18]=[C:19]([C:22]([O:24]CC)=O)[CH:20]=[CH:21][C:16]4=[N:15][CH:14]=3)[CH:9]=[CH:8][C:6]=2[N:7]=1.[NH2:27][CH3:28]>C1COCC1>[CH3:28][NH:27][C:22]([C:19]1[CH:20]=[CH:21][C:16]2[N:17]([C:13]([CH2:12][C:10]3[CH:9]=[CH:8][C:6]4[N:7]=[C:3]([S:2][CH3:1])[S:4][C:5]=4[CH:11]=3)=[CH:14][N:15]=2)[N:18]=1)=[O:24]. Procedure details: Ethyl 3-((2-(methylthio)benzo[d]thiazol-6-yl)methyl)imidazo[1,2-b]pyridazine-6-carboxylate (115 mg, 0.3 mmol) was heated with 2 mL of 2.0 M NH2Me in THF at 85° C. in a sealed tube for 1 h, at 100° C. for 1 h, then at 110° C. overnight. LCMS analysis showed that the reaction was complete. Solvent was evaporated under reduced pressure, and the residue was dried in a vacuum oven to give N-methyl-3-((2-(methylthio)benzo[d]thiazol-6-yl)methyl)imidazo[1,2-b]pyridazine-6-carboxamide, which was used dir... Reactants: C(=O)([O-])[O-].[K+].[K+] (K2CO3), Cl (HCl), FC1(CCN(CCC1NC(C(F)(F)F)=O)C1=C(C=NN1C)NC(=O)C=1N=C(SC1NC(OC(C)(C)C)=O)C1=C(C=CC=C1F)F)F (tert-butyl 4-(5-(4,4-difluoro-5-(2,2,2-trifluoroacetamido)-azepan-1-yl)-1-methyl-1H-pyrazol-4-ylcarbamoyl)-2-(2,6-difluorophenyl)thiazol-5-ylcarbamate). Run in O1CCOCC1 (1,4-dioxane), CO (MeOH). Conditions: time 18 hour. Yields the product NC1=C(N=C(S1)C1=C(C=CC=C1F)F)C(=O)NC=1C=NN(C1N1CCC(C(CC1)N)(F)F)C (5-Amino-N-(5-(5-amino-4,4-difluoroazepan-1-yl)-1-methyl-1H-pyrazol-4-yl)-2-(2,6-difluorophenyl)thiazole-4-carboxamide). The yield is 27.6%. Reaction SMILES: Cl.[F:2][C:3]1([F:47])[CH:9]([NH:10]C(=O)C(F)(F)F)[CH2:8][CH2:7][N:6]([C:17]2[N:21]([CH3:22])[N:20]=[CH:19][C:18]=2[NH:23][C:24]([C:26]2[N:27]=[C:28]([C:39]3[C:44]([F:45])=[CH:43][CH:42]=[CH:41][C:40]=3[F:46])[S:29][C:30]=2[NH:31]C(=O)OC(C)(C)C)=[O:25])[CH2:5][CH2:4]1.C([O-])([O-])=O.[K+].[K+]>O1CCOCC1.CO>[NH2:31][C:30]1[S:29][C:28]([C:39]2[C:40]([F:46])=[CH:41][CH:42]=[CH:43][C:44]=2[F:45])=[N:27][C:26]=1[C:24]([NH:23][C:18]1[CH:19]=[N:20][N:21]([CH3:22])[C:17]=1[N:6]1[CH2:7][CH2:8][CH:9]([NH2:10])[C:3]([F:2])([F:47])[CH2:4][CH2:5]1)=[O:25] |f:2.3.4|. Procedure details: HCl in 1,4-dioxane (4 M, 2 mL) was added to a solution of Example 55 (20 mg, 0.03 mmol) in MeOH (0.5 mL). This mixture was stirred at room temperature for 18 hr. The solvents were removed under reduced pressure and the crude product re-dissolved in MeOH/water (1:1, 5 mL). K2CO3 (0.3 g, 7, 2.2 mmol) was added and the mixture heated and stirred at 60° C. for 3 hr before being cooled to room temperature. The mixture was concentrated under reduced pressure and the residue purified by preparative HPL... The reactants are [BH4-], CNC, CO, CCOC(C)=O, Cl, Cl, [Na+], O=Cc1ccccc1-c1noc2ccccc12. Product: Cl, CN(C)Cc1ccccc1-c1noc2ccccc12. As a reaction SMILES: [BH4-:22].[CH3:19][NH:20][CH3:21].[CH3:25][OH:26].[CH3:27][CH2:28][O:29][C:30](=[O:31])[CH3:32].[ClH:18].[ClH:24].[Na+:23].[o:1]1[n:2][c:3](-[c:10]2[c:11]([CH:12]=[O:13])[cH:14][cH:15][cH:16][cH:17]2)[c:4]2[c:5]1[cH:6][cH:7][cH:8][cH:9]2>>[ClH:18].[o:1]1[n:2][c:3](-[c:10]2[c:11]([CH2:12][N:20]([CH3:19])[CH3:21])[cH:14][cH:15][cH:16][cH:17]2)[c:4]2[c:5]1[cH:6][cH:7][cH:8][cH:9]2. Starting materials: C[C@@H](CC)O ((S)-butan-2-ol), [N+](=O)([O-])C1=C(C#N)C(=CC=C1)[N+](=O)[O-] (2,6-dinitrobenzonitrile). Product: [C@H](C)(CC)OC1=C(C#N)C(=CC=C1)[N+](=O)[O-] ((S)-2-sec-Butoxy-6-nitrobenzonitrile). Isolated yield 85.2%. As a reaction SMILES: [CH3:1][C@H:2]([OH:5])[CH2:3][CH3:4].[N+:6]([C:9]1[CH:16]=[CH:15][CH:14]=[C:13]([N+]([O-])=O)[C:10]=1[C:11]#[N:12])([O-:8])=[O:7]>>[C@@H:2]([O:5][C:13]1[CH:14]=[CH:15][CH:16]=[C:9]([N+:6]([O-:8])=[O:7])[C:10]=1[C:11]#[N:12])([CH2:3][CH3:4])[CH3:1]. Procedure: Prepared as in Example 111c from (S)-butan-2-ol and 2,6-dinitrobenzonitrile in 85.2% yield. 1H NMR (400 MHz, DMSO-d6) δ 0.94 (t, J=7.6 Hz, 3H), 1.29 (d, J=6.4 Hz, 1H), 1.69 (m, 2H), 4.72 (m, 1H), 7.74 (dd, J=6.8, 2.4 Hz, 1H), 7.86 (m, 1H).